Dataset: the Open Reaction Database (ORD), a public repository of structured organic reaction records. Task: describe an organic reaction: reactants, conditions, products, and yield The yield is 44.0%. Yields the product C(C)N(C(C(C(=O)NS(=O)(=O)C1=CC2=CC=CC=C2C=C1)CC1=CC=C(C=C1)[N+](=O)[O-])=O)C1=CC=CC=C1 (N-ethyl-N′-(2-naphthylsulfonyl)-2-(4-nitrobenzyl)-N-phenylmalonamide). Procedure details: In the same manner as in Example 1 (4), a crude product was obtained using the compound (500 mg) obtained in Example 6 (4) and N-ethylaniline (141 mg). This was purified by silica gel column chromatography to give the title compound (242 mg) as a white powder. As a reaction SMILES: [CH2:1]([N:3]([CH2:33][CH3:34])[C:4](=[O:32])[CH:5]([CH2:22][C:23]1[CH:28]=[CH:27][C:26]([N+:29]([O-:31])=[O:30])=[CH:25][CH:24]=1)[C:6]([NH:8][S:9]([C:12]1[CH:21]=[CH:20][C:19]2[C:14](=[CH:15][CH:16]=[CH:17][CH:18]=2)[CH:13]=1)(=[O:11])=[O:10])=[O:7])[CH3:2].C(N[C:38]1[CH:43]=CC=[CH:40][CH:39]=1)C>>[CH2:33]([N:3]([C:1]1[CH:40]=[CH:39][CH:38]=[CH:43][CH:2]=1)[C:4](=[O:32])[CH:5]([CH2:22][C:23]1[CH:24]=[CH:25][C:26]([N+:29]([O-:31])=[O:30])=[CH:27][CH:28]=1)[C:6]([NH:8][S:9]([C:12]1[CH:21]=[CH:20][C:19]2[C:14](=[CH:15][CH:16]=[CH:17][CH:18]=2)[CH:13]=1)(=[O:10])=[O:11])=[O:7])[CH3:34]. Starting materials: Example 1 ( 4 ), C(C)NC1=CC=CC=C1 (N-ethylaniline), crude product, C(C)N(C(C(C(=O)NS(=O)(=O)C1=CC2=CC=CC=C2C=C1)CC1=CC=C(C=C1)[N+](=O)[O-])=O)CC (N,N-diethyl-N′-(2-naphthylsulfonyl)-2-(4-nitrobenzyl)malonamide). The reactants are O=c1[nH]ccc(C(F)(F)F)c1Oc1cc(Cl)cc(Br)c1, CN1CCCC1=O, CC(=O)O, CCOC(C)=O, N#C[Cu]. The product is N#Cc1cc(Cl)cc(Oc2c(C(F)(F)F)cc[nH]c2=O)c1. RXN SMILES: [Br:1][c:2]1[cH:3][c:4]([O:5][c:6]2[c:7](=[O:16])[nH:8][cH:9][cH:10][c:11]2[C:12]([F:13])([F:14])[F:15])[cH:17][c:18]([Cl:20])[cH:19]1.[CH3:24][N:25]1[CH2:26][CH2:27][CH2:28][C:29]1=[O:30].[CH3:31][C:32](=[O:33])[OH:34].[CH3:35][CH2:36][O:37][C:38](=[O:39])[CH3:40].[Cu:21][C:22]#[N:23]>>[c:2]1([C:22]#[N:23])[cH:3][c:4]([O:5][c:6]2[c:7](=[O:16])[nH:8][cH:9][cH:10][c:11]2[C:12]([F:13])([F:14])[F:15])[cH:17][c:18]([Cl:20])[cH:19]1. RXN SMILES: Br.[N:2]1[CH:7]=[CH:6][CH:5]=[C:4]([C:8]([C:10]2[CH:15]=[CH:14][C:13]([O:16]CC3C=CC=CC=3)=[C:12]([O:24][CH3:25])[CH:11]=2)=[O:9])[CH:3]=1.N>C(O)(=O)C.C(Cl)Cl>[N:2]1[CH:7]=[CH:6][CH:5]=[C:4]([C:8]([C:10]2[CH:15]=[CH:14][C:13]([OH:16])=[C:12]([O:24][CH3:25])[CH:11]=2)=[O:9])[CH:3]=1. Run in C(Cl)Cl (methylene chloride), C(C)(=O)O (acetic acid), C(C)(=O)O (acetic acid). Reaction conditions: time 3 hour. The product is N1=CC(=CC=C1)C(=O)C1=CC(=C(C=C1)O)OC (4-hydroxy-3-methoxyphenyl 3-pyridyl ketone). The reactants are Br (hydrobromic acid), N1=CC(=CC=C1)C(=O)C1=CC(=C(C=C1)OCC1=CC=CC=C1)OC (4-(benzyloxy)-3-methoxyphenyl 3-pyridyl ketone), N (ammonia). Reported procedure: ca) 50 ml of 33 percent hydrobromic acid in acetic acid are added dropwise within 15 minutes at 10° to 20 g of 4-(benzyloxy)-3-methoxyphenyl 3-pyridyl ketone dissolved in 200 ml of methylene chloride. After stirring at 20° for 3 hours, the reaction mixture is poured into a mixture of 100 ml of conc. aqueous ammonia and ice. The pH is adjusted to 6 by adding acetic acid. The methylene chloride phase is separated; the aqueous phase is extracted twice more with 100 ml of methylene chloride each tim... Reactants: OC1=C(C=C(C=C1)C(C)=O)[N+](=O)[O-] (4′-hydroxy-3′-nitroacetophenone), C1(=CC=C(C=C1)S(=O)(=O)[O-])C.C(C1=CC=CC=C1)N1[CH2+](SC(C1=O)=C1SC2=C(N1C)C=CC=C2)SC (3-benzyl-5-(3-methyl-3H-benzothiazol-2-ylidene)-2-methylthio-4-oxo-2-thiazolium p-toluenesulfonate). Product: C(C)(=O)C=1C=CC(=C(C1)N=C1SC(C(N1CC1=CC=CC=C1)=O)=C1SC2=C(N1C)C=CC=C2)O (2-(5-acetyl-2-hydroxyphenylimino)-3-benzyl-5-(3-methyl-3H-benzothiazol-2-ylidene)thiazolidin-4-one). As a reaction SMILES: [OH:1][C:2]1[CH:7]=[CH:6][C:5]([C:8](=[O:10])[CH3:9])=[CH:4][C:3]=1[N+:11]([O-])=O.C1(C)C=CC(S([O-])(=O)=O)=CC=1.[CH2:25]([N:32]1[C:36](=[O:37])[C:35](=[C:38]2[N:42]([CH3:43])[C:41]3[CH:44]=[CH:45][CH:46]=[CH:47][C:40]=3[S:39]2)[S:34][CH2+:33]1SC)[C:26]1[CH:31]=[CH:30][CH:29]=[CH:28][CH:27]=1>>[C:8]([C:5]1[CH:6]=[CH:7][C:2]([OH:1])=[C:3]([N:11]=[C:33]2[N:32]([CH2:25][C:26]3[CH:27]=[CH:28][CH:29]=[CH:30][CH:31]=3)[C:36](=[O:37])[C:35](=[C:38]3[N:42]([CH3:43])[C:41]4[CH:44]=[CH:45][CH:46]=[CH:47][C:40]=4[S:39]3)[S:34]2)[CH:4]=1)(=[O:10])[CH3:9] |f:1.2|. Procedure: In a manner similar to Example 30, 4′-hydroxy-3′-nitroacetophenone was hydrogenated and then condensed with 3-benzyl-5-(3-methyl-3H-benzothiazol-2-ylidene)-2-methylthio-4-oxo-2-thiazolium p-toluenesulfonate to afford the title compound. MS(ESI): 488 (MH+).